From a dataset of the Open Reaction Database (ORD), a public repository of structured organic reaction records. describe an organic reaction: reactants, conditions, products, and yield Reactants: C(=O)([O-])[O-].[K+].[K+] (K2CO3), ClCC(=O)NC (2-chloro-N-methylacetamide), N1CCCCC1 (piperidine), CN(C)C=O (DMF). Run in CCOC(=O)C (EtOAc). Run at temperature 50 celsius, time 8 hour. The product is NC1CCN(CC1)CC(=O)NC (2-(4-aminopiperidin-1-yl)-N-methylacetamide). RXN SMILES: [NH:1]1[CH2:6][CH2:5][CH2:4][CH2:3][CH2:2]1.C([O-])([O-])=O.[K+].[K+].Cl[CH2:14][C:15]([NH:17][CH3:18])=[O:16].C[N:20](C=O)C>CCOC(C)=O>[NH2:20][CH:4]1[CH2:5][CH2:6][N:1]([CH2:14][C:15]([NH:17][CH3:18])=[O:16])[CH2:2][CH2:3]1 |f:1.2.3|. Procedure details: To a solution of 2.0 g (10 mmoles) of piperidine, which as dissolved in DMF, anhydrous, 100 mL, was added 2.8 g (20 mmoles) K2CO3, and 1.2 g (11 mmoles) 2-chloro-N-methylacetamide. After stirring at 50° C. for overnight, the mixture was diluted with 500 mL of EtOAc, washed with brine (3×500 mL), dried over Na2SO4, and solvent was evaporated in vacuum. The resulting residue was treated with 50% TFA/DCM and was stirred at r.t. for 2 hrs, and solvent was evaporated in vacuum. The resulting mixture ... Reactants: CC(C)C(c1cccc(C(=O)NC(C)(C)C)c1)N1CCN(C(=O)OC(C)(C)C)CC1, C1COCCO1, Cl. The product is CC(C)C(c1cccc(C(=O)NC(C)(C)C)c1)N1CCNCC1. Reaction SMILES: [C:1]([CH3:2])([CH3:3])([CH3:4])[NH:5][C:6](=[O:7])[c:8]1[cH:9][c:10]([CH:14]([CH:15]([CH3:16])[CH3:17])[N:18]2[CH2:19][CH2:20][N:21]([C:24]([O:25][C:26]([CH3:27])([CH3:28])[CH3:29])=[O:30])[CH2:22][CH2:23]2)[cH:11][cH:12][cH:13]1.[CH2:32]1[O:33][CH2:34][CH2:35][O:36][CH2:37]1.[ClH:31]>>[C:1]([CH3:2])([CH3:3])([CH3:4])[NH:5][C:6](=[O:7])[c:8]1[cH:9][c:10]([CH:14]([CH:15]([CH3:16])[CH3:17])[N:18]2[CH2:19][CH2:20][NH:21][CH2:22][CH2:23]2)[cH:11][cH:12][cH:13]1.